From a dataset of the Open Reaction Database (ORD), a public repository of structured organic reaction records. describe an organic reaction: reactants, conditions, products, and yield Run at time 1 hour. Reported procedure: A mixture of [4-(2,6-dichloro-5-methoxy-pyrimidin-4-yl)-morpholin-3-yl]-methanol (614 mg, 2.09 mmol) and lithium chloride (246 mg, 5.80 mmol) in anhydrous DMF (5 mL) was heated at 160° C. for 10 mins in a microwave reactor, then concentrated in vacuo to give 2,4-dichloro-6-(3-hydroxymethyl-morpholin-4-yl)-pyrimidin-5-ol. DIAD (452 μL, 2.3 mmol) was added to a solution of 2,4-dichloro-6-(3-hydroxymethyl-morpholin-4-yl)-pyrimidin-5-ol (2 mmol) and triphenyl phosphine (603 mg, 2.3 mmol) in 1,4-diox... The yield is 38.2%. Product: ClC1=NC(=NC=2N3CCOCC3COC12)Cl (1,3-Dichloro-5,6,8a,9-tetrahydro-8H-7,10-dioxa-2,4,4b-triaza-phenanthrene). The solvent is O1CCOCC1 (1,4-dioxane). Reaction SMILES: CC(OC(/N=N/C(OC(C)C)=O)=O)C.[Cl:15][C:16]1[N:21]=[C:20]([Cl:22])[C:19](O)=[C:18]([N:24]2[CH2:29][CH2:28][O:27][CH2:26][CH:25]2[CH2:30][OH:31])[N:17]=1.C1(P(C2C=CC=CC=2)C2C=CC=CC=2)C=CC=CC=1>O1CCOCC1>[Cl:22][C:20]1[C:19]2[O:31][CH2:30][CH:25]3[N:24]([CH2:29][CH2:28][O:27][CH2:26]3)[C:18]=2[N:17]=[C:16]([Cl:15])[N:21]=1. Starting materials: CC(C)OC(=O)/N=N/C(=O)OC(C)C (DIAD), ClC1=NC(=C(C(=N1)Cl)O)N1C(COCC1)CO (2,4-dichloro-6-(3-hydroxymethyl-morpholin-4-yl)-pyrimidin-5-ol), C1(=CC=CC=C1)P(C1=CC=CC=C1)C1=CC=CC=C1 (triphenyl phosphine). The reactants are O=C([O-])[O-], CN1CCCC1=O, CNC(=O)c1cc(Cl)ccn1, [Cs+], [Cs+], Cc1cc(O)ccc1N, O. Product: CNC(=O)c1cc(Oc2ccc(N)c(C)c2)ccn1. Reaction SMILES: [C:21](=[O:22])([O-:23])[O-:24].[CH3:27][N:28]1[CH2:29][CH2:30][CH2:31][C:32]1=[O:33].[Cl:10][c:11]1[cH:12][c:13]([C:17](=[O:18])[NH:19][CH3:20])[n:14][cH:15][cH:16]1.[Cs+:25].[Cs+:26].[NH2:1][c:2]1[c:3]([CH3:9])[cH:4][c:5]([OH:8])[cH:6][cH:7]1.[OH2:34]>>[NH2:1][c:2]1[c:3]([CH3:9])[cH:4][c:5]([O:8][c:11]2[cH:12][c:13]([C:17](=[O:18])[NH:19][CH3:20])[n:14][cH:15][cH:16]2)[cH:6][cH:7]1. Reactants: COCCO, CCOC(=O)c1ccc(C=C(C)c2ccc(C(C)(C)C)cc2C)cc1, [Na+], [OH-]. Product: CC(=Cc1ccc(C(=O)O)cc1)c1ccc(C(C)(C)C)cc1C. RXN SMILES: [CH3:28][O:29][CH2:30][CH2:31][OH:32].[CH3:3][c:4]1[c:5]([C:14](=[CH:15][c:16]2[cH:17][cH:18][c:19]([C:20](=[O:21])[O:22][CH2:23][CH3:24])[cH:25][cH:26]2)[CH3:27])[cH:6][cH:7][c:8]([C:10]([CH3:11])([CH3:12])[CH3:13])[cH:9]1.[Na+:2].[OH-:1]>>[CH3:3][c:4]1[c:5]([C:14](=[CH:15][c:16]2[cH:17][cH:18][c:19]([C:20](=[O:21])[OH:22])[cH:25][cH:26]2)[CH3:27])[cH:6][cH:7][c:8]([C:10]([CH3:11])([CH3:12])[CH3:13])[cH:9]1. Reactants: CC1(OC2=C(C1)C(=C(C(=C2C)C)N)C)CN2CCNCC2 (2,3-dihydro-2,4,6,7-tetramethyl-2-[(1-piperazinyl)methyl]-5-benzofuranamine), C(C1=CC(=CC=C1)OC)(=O)O (m-anisic acid). The product is COC=1C=C(C(=O)N2CCN(CC2)CC2(OC3=C(C2)C(=C(C(=C3C)C)N)C)C)C=CC1 (2,3-Dihydro-2-[[4-(3-methoxybenzoyl)-1-piperazinyl]methyl]-2,4,6,7-tetramethyl-5-benzofuranamine). The yield is 73.0%. RXN SMILES: [CH3:1][C:2]1([CH2:15][N:16]2[CH2:21][CH2:20][NH:19][CH2:18][CH2:17]2)[CH2:6][C:5]2[C:7]([CH3:14])=[C:8]([NH2:13])[C:9]([CH3:12])=[C:10]([CH3:11])[C:4]=2[O:3]1.[C:22](O)(=[O:31])[C:23]1[CH:28]=[CH:27][CH:26]=[C:25]([O:29][CH3:30])[CH:24]=1>>[CH3:30][O:29][C:25]1[CH:24]=[C:23]([CH:28]=[CH:27][CH:26]=1)[C:22]([N:19]1[CH2:20][CH2:21][N:16]([CH2:15][C:2]2([CH3:1])[CH2:6][C:5]3[C:7]([CH3:14])=[C:8]([NH2:13])[C:9]([CH3:12])=[C:10]([CH3:11])[C:4]=3[O:3]2)[CH2:17][CH2:18]1)=[O:31]. Procedure details: Using 2,3-dihydro-2,4,6,7-tetramethyl-2-[(1-piperazinyl)methyl]-5-benzofuranamine and m-anisic acid, the procedure of Example 10, presented hereinafter, was otherwise followed to provide the title compound. Yield 73%. Reactants: CCOC(=O)CCC(Oc1cc(OCc2ccsc2)cc(F)c1C#N)c1ccccc1C, C1CCCCC1, CO, Cl, [Na+], [OH-]. The product is Cc1ccccc1C(CCC(=O)O)Oc1cc(OCc2ccsc2)cc(F)c1C#N. RXN SMILES: [C:1](#[N:2])[c:3]1[c:4]([O:5][CH:6]([CH2:7][CH2:8][C:9](=[O:10])[O:11][CH2:12][CH3:13])[c:14]2[c:15]([CH3:20])[cH:16][cH:17][cH:18][cH:19]2)[cH:21][c:22]([O:26][CH2:27][c:28]2[cH:29][s:30][cH:31][cH:32]2)[cH:23][c:24]1[F:25].[CH2:36]1[CH2:37][CH2:38][CH2:39][CH2:40][CH2:41]1.[CH3:42][OH:43].[ClH:35].[Na+:34].[OH-:33]>>[C:1](#[N:2])[c:3]1[c:4]([O:5][CH:6]([CH2:7][CH2:8][C:9](=[O:10])[OH:11])[c:14]2[c:15]([CH3:20])[cH:16][cH:17][cH:18][cH:19]2)[cH:21][c:22]([O:26][CH2:27][c:28]2[cH:29][s:30][cH:31][cH:32]2)[cH:23][c:24]1[F:25]. Starting materials: ClC1=CC=C(C(C(=O)O)=C1)N (5-chloroanthranilic acid), COC=1C=C(C=CC(=O)Cl)C=CC1OC (3,4-dimethoxycinnamoylchloride). The solvent is C(Cl)(Cl)Cl (chloroform), C(Cl)(Cl)Cl (chloroform), C(C)N(CC)CC (triethylamine). The product is COC=1C=C(C=CC(=O)NC=2C(C(=O)O)=CC(=CC2)Cl)C=CC1OC (N-(3,4-dimethoxycinnamoyl)-5-chloroanthranilic acid). The yield is 43.2%. Reaction SMILES: [Cl:1][C:2]1[CH:10]=[C:6]([C:7]([OH:9])=[O:8])[C:5]([NH2:11])=[CH:4][CH:3]=1.[CH3:12][O:13][C:14]1[CH:15]=[C:16]([CH:22]=[CH:23][C:24]=1[O:25][CH3:26])[CH:17]=[CH:18][C:19](Cl)=[O:20]>C(Cl)(Cl)Cl.C(N(CC)CC)C>[CH3:12][O:13][C:14]1[CH:15]=[C:16]([CH:22]=[CH:23][C:24]=1[O:25][CH3:26])[CH:17]=[CH:18][C:19]([NH:11][C:5]1[C:6](=[CH:10][C:2]([Cl:1])=[CH:3][CH:4]=1)[C:7]([OH:9])=[O:8])=[O:20]. Procedure details: In a mixture of 30 ml of chloroform and 3 ml of triethylamine is dissolved 3.4 g of 5-chloroanthranilic acid. To this solution is added a solution of 4.5 g of 3,4-dimethoxycinnamoylchloride in chloroform, and the mixture is heated under reflux for 2 hours. The reaction mixture is concentrated under a reduced pressure, and to the residue is added water and hydrochloric acid then added to make the mixture weakly acidic. The precipitated crystals are collected by filtration and recrystallized from ... The reactants are COC(=O)c1ccc(C(C)(C)C)cc1Oc1cccc(C(F)(F)F)n1, C1CCOC1, Cl, [Li+], [OH-], O, O. Yields the product CC(C)(C)c1ccc(C(=O)O)c(Oc2cccc(C(F)(F)F)n2)c1. Reaction SMILES: [C:1]([CH3:2])([CH3:3])([CH3:4])[c:5]1[cH:6][c:7]([O:15][c:16]2[n:17][c:18]([C:22]([F:23])([F:24])[F:25])[cH:19][cH:20][cH:21]2)[c:8]([C:9](=[O:10])[O:11][CH3:12])[cH:13][cH:14]1.[CH2:30]1[O:31][CH2:32][CH2:33][CH2:34]1.[ClH:29].[Li+:28].[OH-:27].[OH2:26].[OH2:35]>>[C:1]([CH3:2])([CH3:3])([CH3:4])[c:5]1[cH:6][c:7]([O:15][c:16]2[n:17][c:18]([C:22]([F:23])([F:24])[F:25])[cH:19][cH:20][cH:21]2)[c:8]([C:9](=[O:10])[OH:11])[cH:13][cH:14]1. The reactants are CC1=CC=C(C=C1)S(=O)(=O)OC[C@H]1COC=2C(=C3C=CC(=NC3=CC2)C)O1 ((2R)-8-methyl-2,3-dihydro[1,4]dioxino[2,3-f]quinolin-2-ylmethyl 4-methylbenzenesulfonate), C([O-])([O-])=O.[K+].[K+] (potassium carbonate), N1CCC(=CC1)C1=CNC2=CC=CC=C12 (3-(1,2,3,6-tetrahydro-4-pyridinyl)-1H-indole). Run in C1CCOC1.CN(C)C=O (THF DMF). The product is N1C=C(C2=CC=CC=C12)C=1CCN(CC1)CC1COC=2C(=C3C=CC(=NC3=CC2)C)O1 (2-[4-(1H-Indol-3-yl)-3,6-dihydro-2H-pyridin-1-ylmethyl]-8-methyl-2,3-dihydro[1,4]dioxino[2,3-f]quinoline). As a reaction SMILES: CC1C=CC(S(O[CH2:12][C@@H:13]2[O:27][C:17]3=[C:18]4[C:23](=[CH:24][CH:25]=[C:16]3[O:15][CH2:14]2)[N:22]=[C:21]([CH3:26])[CH:20]=[CH:19]4)(=O)=O)=CC=1.C(=O)([O-])[O-].[K+].[K+].[NH:34]1[CH2:39][CH:38]=[C:37]([C:40]2[C:48]3[C:43](=[CH:44][CH:45]=[CH:46][CH:47]=3)[NH:42][CH:41]=2)[CH2:36][CH2:35]1>C1COCC1.CN(C=O)C>[NH:42]1[C:43]2[C:48](=[CH:47][CH:46]=[CH:45][CH:44]=2)[C:40]([C:37]2[CH2:38][CH2:39][N:34]([CH2:12][CH:13]3[O:27][C:17]4=[C:18]5[C:23](=[CH:24][CH:25]=[C:16]4[O:15][CH2:14]3)[N:22]=[C:21]([CH3:26])[CH:20]=[CH:19]5)[CH2:35][CH:36]=2)=[CH:41]1 |f:1.2.3,5.6|. Reported procedure: To a solution of (2R)-8-methyl-2,3-dihydro[1,4]dioxino[2,3-f]quinolin-2-ylmethyl 4-methylbenzenesulfonate (7.02 g, 18.1 mmole) and potassium carbonate (5.71 g, 41.3 mmole) in 250 mL of 1:1 THF/DMF was added 10.7 g (54.5 mmole) of 3-(1,2,3,6-tetrahydro-4-pyridinyl)-1H-indole. The mixture was heated at reflux under nitrogen for 6 hours. After cooling to room temperature, the mixture was concentrated to dryness under vacuum and the residue column chromatographed on silica gel using first methylene ... The solvent is O1CCCC1 (tetrahydrofuran), O1CCCC1 (tetrahydrofuran), O1CCCC1 (tetrahydrofuran). Yields the product ClC=1C=CC2=C([C@@H]3[C@H](CN(C3)C)C3=C(O2)C=CC=C3)C1 (trans-5-chloro-2,3,3a,12b-tetrahydro-2-methyl-1H-dibenz[2,3:6,7]-oxepino[4,5-c]pyrrole). The yield is 94.4%. Procedure details: Aluminum chloride (65.7 mg) was added in portions to tetrahydrofuran (5 mL) at 0° C. Under stirring a 10% solution of lithium aluminum hydride in tetrahydrofuran (1.35 mL) was slowly added while keeping the temperature below 10° C. The mixture was cooled to 0° C. and stirred for 15 minutes. A solution of trans-5-chloro-2,3,3a,12b-tetrahydro-2-methyl-1H-dibenz[2,3:6,7]oxepino[4,5-c]pyrrol-1-one (VII) (0.40 grams) in tetrahydrofuran (4 mL) was added to the mixture while keeping the temperature bel... Reactants: solution, [H-].[Al+3].[Li+].[H-].[H-].[H-] (lithium aluminum hydride), ClC=1C=CC2=C([C@@H]3[C@H](C(N(C3)C)=O)C3=C(O2)C=CC=C3)C1 (trans-5-Chloro-2,3,3a,12b-tetrahydro-2-methyl-1H-dibenz[2,3:6,7]oxepino[4,5-c]Pyrrol-1-one), C(=O)([O-])C(O)C(O)C(=O)[O-].[Na+].[Na+] (sodium tartrate), [Cl-].[Al+3].[Cl-].[Cl-] (Aluminum chloride). RXN SMILES: [Cl-].[Al+3].[Cl-].[Cl-].[H-].[Al+3].[Li+].[H-].[H-].[H-].[Cl:11][C:12]1[CH:13]=[CH:14][C:15]2[O:26][C:25]3[CH:27]=[CH:28][CH:29]=[CH:30][C:24]=3[C@H:18]3[C:19](=O)[N:20]([CH3:22])[CH2:21][C@@H:17]3[C:16]=2[CH:31]=1.C(C(C(C([O-])=O)O)O)([O-])=O.[Na+].[Na+]>O1CCCC1>[Cl:11][C:12]1[CH:13]=[CH:14][C:15]2[O:26][C:25]3[CH:27]=[CH:28][CH:29]=[CH:30][C:24]=3[C@H:18]3[CH2:19][N:20]([CH3:22])[CH2:21][C@@H:17]3[C:16]=2[CH:31]=1 |f:0.1.2.3,4.5.6.7.8.9,11.12.13|. Run at temperature 0 celsius, time 15 minute.